Dataset: the Open Reaction Database (ORD), a public repository of structured organic reaction records. Task: describe an organic reaction: reactants, conditions, products, and yield Reactants: C(C)N(SN1C(C=2C(C1=O)=CC=CC2)=O)CC2=CC=CC=C2 (N-(N-ethylbenzylaminothio)-phthalimide), C1(=CC=CC=C1)S (benzenethiol). Solvent: C1=CC=CC=C1 (benzene). Yields the product C1(=CC=CC=C1)SSN(CC)CC1=CC=CC=C1 (N-(phenyldithio)-N-ethylbenzylamine). Yield: 94.4%. RXN SMILES: [CH2:1]([N:3]([CH2:16][C:17]1[CH:22]=[CH:21][CH:20]=[CH:19][CH:18]=1)[S:4]N1C(=O)C2=CC=CC=C2C1=O)[CH3:2].[C:23]1([SH:29])[CH:28]=[CH:27][CH:26]=[CH:25][CH:24]=1>C1C=CC=CC=1>[C:23]1([S:29][S:4][N:3]([CH2:16][C:17]2[CH:18]=[CH:19][CH:20]=[CH:21][CH:22]=2)[CH2:1][CH3:2])[CH:28]=[CH:27][CH:26]=[CH:25][CH:24]=1. Reported procedure: N-(N-ethylbenzylaminothio)-phthalimide (6.24 grams, 20 millimoles) was stirred in 100 milliliters of benzene and 2.2 grams (20 millimoles) of benzenethiol was added. The mixture was refluxed one hour, then cooled to room temperature and filtered to remove phthalimide. The filtrate was washed with 10 percent NaOH, then with water, dried (Na2SO4) and concentrated under reduced pressure to afford 5.2 grams (94.5%) of N-(phenyldithio)-N-ethylbenzylamine as a pale yellow liquid. Starting materials: [BH4-], CCO, [Na+], CC(C)(Oc1ccc(C#N)cc1)C(O)=Cc1ccncn1. The product is CC(C)(Oc1ccc(C#N)cc1)C(O)Cc1ccncn1. As a reaction SMILES: [BH4-:1].[CH3:24][CH2:25][OH:26].[Na+:2].[OH:3][C:4]([C:5]([O:6][c:7]1[cH:8][cH:9][c:10]([C:11]#[N:12])[cH:13][cH:14]1)([CH3:15])[CH3:16])=[CH:17][c:18]1[n:19][cH:20][n:21][cH:22][cH:23]1>>[OH:3][CH:4]([C:5]([O:6][c:7]1[cH:8][cH:9][c:10]([C:11]#[N:12])[cH:13][cH:14]1)([CH3:15])[CH3:16])[CH2:17][c:18]1[n:19][cH:20][n:21][cH:22][cH:23]1. The product is CC(C)c1nc(N(C)S(C)(=O)=O)nc(-c2ccc(F)cc2)c1CS(=O)(=O)c1nc2ccccc2s1. Starting materials: CCOC(C)=O, CC(C)=O, CCCCCC, CC(C)c1nc(N(C)S(C)(=O)=O)nc(-c2ccc(F)cc2)c1CCl, [Na+], [OH-], O, Sc1nc2ccccc2s1. As a reaction SMILES: [C:48]([O:49][CH2:50][CH3:51])(=[O:52])[CH3:53].[CH3:13][C:14]([CH3:15])=[O:16].[CH3:42][CH2:43][CH2:44][CH2:45][CH2:46][CH3:47].[Cl:17][CH2:18][c:19]1[c:20](-[c:34]2[cH:35][cH:36][c:37]([F:40])[cH:38][cH:39]2)[n:21][c:22]([N:28]([S:29](=[O:30])(=[O:31])[CH3:32])[CH3:33])[n:23][c:24]1[CH:25]([CH3:26])[CH3:27].[Na+:12].[OH-:11].[OH2:41].[SH:1][c:2]1[s:3][c:4]2[c:5]([n:6]1)[cH:7][cH:8][cH:9][cH:10]2>>[S:1]([c:2]1[s:3][c:4]2[c:5]([n:6]1)[cH:7][cH:8][cH:9][cH:10]2)(=[O:11])(=[O:16])[CH2:18][c:19]1[c:20](-[c:34]2[cH:35][cH:36][c:37]([F:40])[cH:38][cH:39]2)[n:21][c:22]([N:28]([S:29](=[O:30])(=[O:31])[CH3:32])[CH3:33])[n:23][c:24]1[CH:25]([CH3:26])[CH3:27]. Reactants: C12(CC3CC(CC(C1)C3)C2)C(=O)Cl (1-adamantane carboxylic acid chloride), C(C1=CC=CC=C1)N (benzylamine). Run in C(C)OCC (ethyl ether). Yields the product C(C1=CC=CC=C1)NC(=O)C12CC3CC(CC(C1)C3)C2 (N-Benzyl-1-adamantanecarboxamide). Reaction SMILES: [C:1]12([C:11](Cl)=[O:12])[CH2:10][CH:5]3[CH2:6][CH:7]([CH2:9][CH:3]([CH2:4]3)[CH2:2]1)[CH2:8]2.[CH2:14]([NH2:21])[C:15]1[CH:20]=[CH:19][CH:18]=[CH:17][CH:16]=1>C(OCC)C>[CH2:14]([NH:21][C:11]([C:1]12[CH2:10][CH:5]3[CH2:6][CH:7]([CH2:9][CH:3]([CH2:4]3)[CH2:2]1)[CH2:8]2)=[O:12])[C:15]1[CH:20]=[CH:19][CH:18]=[CH:17][CH:16]=1. Procedure: Dissolve 2.0 g. of (10 mmoles) of 1-adamantane carboxylic acid chloride in 20 ml. of ethyl ether and add to 3.0 ml. (28.0 mmoles) of benzylamine and repeat the process of Example 11 to obtain the product of this example, m.p. 170°-172°C.